This data is from the Open Reaction Database (ORD), a public repository of structured organic reaction records. The task is: describe an organic reaction: reactants, conditions, products, and yield Reactants: ClCCl, CC(C)(C)OC(=O)NC1(C(=O)NC(Cc2nccs2)c2ccc(Cl)cc2)CCN(c2ncnc3[nH]ccc23)CC1, O=C(O)C(F)(F)F. The product is NC1(C(=O)NC(Cc2nccs2)c2ccc(Cl)cc2)CCN(c2ncnc3[nH]ccc23)CC1. As a reaction SMILES: [Cl:48][CH2:49][Cl:50].[Cl:8][c:9]1[cH:10][cH:11][c:12]([CH:15]([CH2:16][c:17]2[s:18][cH:19][cH:20][n:21]2)[NH:22][C:23](=[O:24])[C:25]2([NH:40][C:41](=[O:42])[O:43][C:44]([CH3:45])([CH3:46])[CH3:47])[CH2:26][CH2:27][N:28]([c:31]3[c:32]4[c:33]([n:34][cH:35][n:36]3)[nH:37][cH:38][cH:39]4)[CH2:29][CH2:30]2)[cH:13][cH:14]1.[F:1][C:2]([F:3])([F:4])[C:5]([OH:6])=[O:7]>>[Cl:8][c:9]1[cH:10][cH:11][c:12]([CH:15]([CH2:16][c:17]2[s:18][cH:19][cH:20][n:21]2)[NH:22][C:23](=[O:24])[C:25]2([NH2:40])[CH2:26][CH2:27][N:28]([c:31]3[c:32]4[c:33]([n:34][cH:35][n:36]3)[nH:37][cH:38][cH:39]4)[CH2:29][CH2:30]2)[cH:13][cH:14]1.